From a dataset of the Open Reaction Database (ORD), a public repository of structured organic reaction records. describe an organic reaction: reactants, conditions, products, and yield The reactants are CC1N(CCCC1)CCCOC1=CC=CC=2N(C(=NC21)COC2=CC=C(C=C2)Cl)CCCC2CCN(CC2)C(=O)OC(C)(C)C ((RS) 4-[3-[2-(methyl)piperidin-1-yl]propoxy]-2-[(4-chlorophenoxy)methyl]-1-[3-[1-(t-butoxycarbonyl)piperidin-4-yl]propyl]benzimidazole), FC(C(=O)O)(F)F (trifluoroacetic acid). Yields the product CC1N(CCCC1)CCCOC1=CC=CC=2N(C(=NC21)COC2=CC=C(C=C2)Cl)CCCC2CCNCC2 ((RS) 4-[3-[2-(methyl)piperidin-1-yl]propoxy]-2-[(4-chlorophenoxy)methyl]-1-[3-(piperidin-4-yl)propyl]benzimidazole). RXN SMILES: [CH3:1][CH:2]1[CH2:7][CH2:6][CH2:5][CH2:4][N:3]1[CH2:8][CH2:9][CH2:10][O:11][C:12]1[C:20]2[N:19]=[C:18]([CH2:21][O:22][C:23]3[CH:28]=[CH:27][C:26]([Cl:29])=[CH:25][CH:24]=3)[N:17]([CH2:30][CH2:31][CH2:32][CH:33]3[CH2:38][CH2:37][N:36](C(OC(C)(C)C)=O)[CH2:35][CH2:34]3)[C:16]=2[CH:15]=[CH:14][CH:13]=1.FC(F)(F)C(O)=O>>[CH3:1][CH:2]1[CH2:7][CH2:6][CH2:5][CH2:4][N:3]1[CH2:8][CH2:9][CH2:10][O:11][C:12]1[C:20]2[N:19]=[C:18]([CH2:21][O:22][C:23]3[CH:24]=[CH:25][C:26]([Cl:29])=[CH:27][CH:28]=3)[N:17]([CH2:30][CH2:31][CH2:32][CH:33]3[CH2:34][CH2:35][NH:36][CH2:37][CH2:38]3)[C:16]=2[CH:15]=[CH:14][CH:13]=1. Procedure details: The title compound was prepared from (RS) 4-[3-[2-(methyl)piperidin-1-yl]propoxy]-2-[(4-chlorophenoxy)methyl]-1-[3-[1-(t-butoxycarbonyl)piperidin-4-yl]propyl]benzimidazole by standard trifluoroacetic acid deprotection as described supra. Reactants: O=C=NC(=O)CCl, ClCCl, COC1C(N)CCC(O)(CSCc2ccccc2CO)C1C1(C)OC1CC=C(C)C, O. The product is COC1C(NC(=O)NC(=O)CCl)CCC(O)(CSCc2ccccc2CO)C1C1(C)OC1CC=C(C)C. Reaction SMILES: [Cl:31][CH2:32][C:33](=[O:34])[N:35]=[C:36]=[O:37].[Cl:39][CH2:40][Cl:41].[NH2:1][CH:2]1[CH:3]([O:29][CH3:30])[CH:4]([C:20]2([CH3:28])[CH:21]([CH2:22][CH:23]=[C:24]([CH3:25])[CH3:26])[O:27]2)[C:5]([OH:8])([CH2:9][S:10][CH2:11][c:12]2[c:13]([CH2:18][OH:19])[cH:14][cH:15][cH:16][cH:17]2)[CH2:6][CH2:7]1.[OH2:38]>>[NH:1]([CH:2]1[CH:3]([O:29][CH3:30])[CH:4]([C:20]2([CH3:28])[CH:21]([CH2:22][CH:23]=[C:24]([CH3:25])[CH3:26])[O:27]2)[C:5]([OH:8])([CH2:9][S:10][CH2:11][c:12]2[c:13]([CH2:18][OH:19])[cH:14][cH:15][cH:16][cH:17]2)[CH2:6][CH2:7]1)[C:36]([NH:35][C:33]([CH2:32][Cl:31])=[O:34])=[O:37]. Reactants: ClC(=O)OCC (ethyl chloroformate), C(C)(=O)ONS(=O)(=O)C1=C(C=CC=C1)Br (N-(acetyloxy)-2-bromobenzenesulfonamide). The product is C(C)(=O)ON(C(OCC)=O)S(=O)(=O)C1=C(C=CC=C1)Br (ethyl (acetyloxy)[(2-bromophenyl)sulfonyl]carbamate). As a reaction SMILES: Cl[C:2]([O:4][CH2:5][CH3:6])=[O:3].[C:7]([O:10][NH:11][S:12]([C:15]1[CH:20]=[CH:19][CH:18]=[CH:17][C:16]=1[Br:21])(=[O:14])=[O:13])(=[O:9])[CH3:8]>>[C:7]([O:10][N:11]([S:12]([C:15]1[CH:20]=[CH:19][CH:18]=[CH:17][C:16]=1[Br:21])(=[O:14])=[O:13])[C:2](=[O:3])[O:4][CH2:5][CH3:6])(=[O:9])[CH3:8]. Reported procedure: Ethyl (acetyloxy)[(2-bromophenyl)sulfonyl]carbamate (49) is prepared from ethyl chloroformate and N-(acetyloxy)-2-bromobenzenesulfonamide according to Scheme 3. δH (250 MHz, CHLOROFORM-d) δ 8.23-8.37 (1H, m), 7.74-7.85 (1H, m), 7.45-7.60 (2H, m), 4.21 (2H, q, 7.2 Hz), 2.34 (3H, s), 1.19 (3H, t, 7.2 Hz). The reactants are SC1=CC=C(C=C1)B(O)O (4-mercaptophenylboronic acid), BrCCCOC (1-bromo-3-methoxypropane), C(=O)([O-])[O-].[K+].[K+] (K2CO3), N[C@@H](CC1=CC=C2C=CC=CC2=C1)C(=O)O (Nal), Cl (HCl). The solvent is CC#N (CH3CN), O (Water). Conditions: time 8 hour. The product is COCCCSC1=CC=C(C=C1)B(O)O ((4-{[3-(methoxy)propyl]thio}phenyl)boronic acid). Isolated yield 81.0%. RXN SMILES: [SH:1][C:2]1[CH:7]=[CH:6][C:5]([B:8]([OH:10])[OH:9])=[CH:4][CH:3]=1.Br[CH2:12][CH2:13][CH2:14][O:15][CH3:16].C([O-])([O-])=O.[K+].[K+].N[C@H](C(O)=O)CC1C=C2C(C=CC=C2)=CC=1.Cl>CC#N.O>[CH3:16][O:15][CH2:14][CH2:13][CH2:12][S:1][C:2]1[CH:7]=[CH:6][C:5]([B:8]([OH:10])[OH:9])=[CH:4][CH:3]=1 |f:2.3.4|. Procedure: A mixture of 4-mercaptophenylboronic acid (1.0 g, 90%, 5.84 mmol), 1-bromo-3-methoxypropane (1.83 g, 11.7 mmol), K2CO3 (2.45 g, 17.5 mmol) and catalytic amount of Nal in CH3CN (20 mL) was stirred at ambient temperature overnight. After CH3CN was removed, water was added to the residue, and the mixture was extracted with CH2Cl2. The combined organic extract was washed with brine, dried over Na2SO4, filtered, and the filtrate was concentrated to give a milky oil. Water was added to this oily resid... Starting materials: CC(c1ccc(Br)cc1)N1CCNCC1, FC(F)c1nnc2ccc(Cl)nn12. RXN SMILES: [Br:1][c:2]1[cH:3][cH:4][c:5]([CH:8]([CH3:9])[N:10]2[CH2:11][CH2:12][NH:13][CH2:14][CH2:15]2)[cH:6][cH:7]1.[Cl:16][c:17]1[cH:18][cH:19][c:20]2[n:21]([n:22]1)[c:23]([CH:26]([F:27])[F:28])[n:24][n:25]2>>[Br:1][c:2]1[cH:3][cH:4][c:5]([CH:8]([CH3:9])[N:10]2[CH2:11][CH2:12][N:13]([c:17]3[cH:18][cH:19][c:20]4[n:21]([n:22]3)[c:23]([CH:26]([F:27])[F:28])[n:24][n:25]4)[CH2:14][CH2:15]2)[cH:6][cH:7]1. Yields the product CC(c1ccc(Br)cc1)N1CCN(c2ccc3nnc(C(F)F)n3n2)CC1.